Dataset: the Open Reaction Database (ORD), a public repository of structured organic reaction records. Task: describe an organic reaction: reactants, conditions, products, and yield The reactants are NC1=NC(=CC(=N1)N1C[C@H](CC[C@H]1C)C(=O)N[C@H](C)C1CCCCC1)C1=CC(=C(C=C1)C#N)F ((3S,6R)-1-[2-amino-6-(4-cyano-3-fluorophenyl)-4-pyrimidinyl]-N-[(1R)-1-cyclohexylethyl]-6-methyl-3-piperidinecarboxamide), CCO (EtOH), CCN(C(C)C)C(C)C (Hunig's base), NN (hydrazine). The solvent is O (Water), CO (CH3OH). Reaction conditions: temperature 110 celsius. The product is NC1=NC(=CC(=N1)N1C[C@H](CC[C@H]1C)C(=O)N[C@H](C)C1CCCCC1)C1=CC=C2C(=NNC2=C1)N ((3S,6R)-1-[2-Amino-6-(3-amino-1H-indazol-6-yl)-4-pyrimidinyl]-N-[(1R)-1-cyclohexylethyl]-6-methyl-3-piperidinecarboxamide). Yield: 50.8%. Reaction SMILES: [NH2:1][C:2]1[N:7]=[C:6]([N:8]2[C@H:13]([CH3:14])[CH2:12][CH2:11][C@H:10]([C:15]([NH:17][C@@H:18]([CH:20]3[CH2:25][CH2:24][CH2:23][CH2:22][CH2:21]3)[CH3:19])=[O:16])[CH2:9]2)[CH:5]=[C:4]([C:26]2[CH:31]=[CH:30][C:29]([C:32]#[N:33])=[C:28](F)[CH:27]=2)[N:3]=1.CCO.CCN(C(C)C)C(C)C.[NH2:47][NH2:48]>O.CO>[NH2:1][C:2]1[N:7]=[C:6]([N:8]2[C@H:13]([CH3:14])[CH2:12][CH2:11][C@H:10]([C:15]([NH:17][C@@H:18]([CH:20]3[CH2:25][CH2:24][CH2:23][CH2:22][CH2:21]3)[CH3:19])=[O:16])[CH2:9]2)[CH:5]=[C:4]([C:26]2[CH:27]=[C:28]3[C:29]([C:32]([NH2:33])=[N:47][NH:48]3)=[CH:30][CH:31]=2)[N:3]=1. Procedure details: Into a microwave tube, (3S,6R)-1-[2-amino-6-(4-cyano-3-fluorophenyl)-4-pyrimidinyl]-N-[(1R)-1-cyclohexylethyl]-6-methyl-3-piperidinecarboxamide (195.6 mg, 0.421 mmol), 5 mL of EtOH, Hunig's base (0.294 mL, 1.684 mmol), and hydrazine anhydrous (0.079 mL, 2.53 mmol) were added, and the yellow suspension mixture was heated overnight at 110° C. in an oil bath. LCMS showed mainly product. CH3OH (5 mL) was added to the solution. The black solid and the yellow solution were carefully separated due to t... Starting materials: CNC, CC(=O)CC(C)=O, Oc1ccc(CCl)cc1, Cl, O. Yields the product CC(=O)C(Cc1ccc(O)cc1)C(C)=O. RXN SMILES: [CH3:1][NH:2][CH3:3].[CH3:4][C:5]([CH2:6][C:7]([CH3:8])=[O:9])=[O:10].[Cl:12][CH2:13][c:14]1[cH:15][cH:16][c:17]([OH:20])[cH:18][cH:19]1.[ClH:11].[OH2:21]>>[CH3:4][C:5]([CH:6]([C:7]([CH3:8])=[O:9])[CH2:13][c:14]1[cH:15][cH:16][c:17]([OH:20])[cH:18][cH:19]1)=[O:10]. Reactants: CC(C)(C)OC(=O)CBr, CN(C)C=O, CCN(C(C)C)C(C)C, NCCCNC(=O)OCc1ccccc1. The product is CC(C)(C)OC(=O)CNCCCNC(=O)OCc1ccccc1. As a reaction SMILES: [Br:25][CH2:26][C:27](=[O:28])[O:29][C:30]([CH3:31])([CH3:32])[CH3:33].[CH3:34][N:35]([CH3:36])[CH:37]=[O:38].[CH:16]([N:17]([CH2:18][CH3:19])[CH:20]([CH3:21])[CH3:22])([CH3:23])[CH3:24].[c:1]1([CH2:7][O:8][C:9]([NH:10][CH2:11][CH2:12][CH2:13][NH2:14])=[O:15])[cH:2][cH:3][cH:4][cH:5][cH:6]1>>[c:1]1([CH2:7][O:8][C:9]([NH:10][CH2:11][CH2:12][CH2:13][NH:14][CH2:26][C:27](=[O:28])[O:29][C:30]([CH3:31])([CH3:32])[CH3:33])=[O:15])[cH:2][cH:3][cH:4][cH:5][cH:6]1. Reactants: N1=CC(=C2N1CCCN2)CCC(=O)OCC (ethyl 3-(4,5,6,7-tetrahydropyrazolo[1,5-a]pyrimidin-3-yl)propionate), N (ammonia). Yields the product N1=CC(=C2N1CCCN2)CCC(=O)N (3-(4,5,6,7-tetrahydropyrazolo[1,5-a]pyrimidin-3-yl)propionamide). RXN SMILES: [N:1]1[N:5]2[CH2:6][CH2:7][CH2:8][NH:9][C:4]2=[C:3]([CH2:10][CH2:11][C:12]([O:14]CC)=O)[CH:2]=1.[NH3:17]>>[N:1]1[N:5]2[CH2:6][CH2:7][CH2:8][NH:9][C:4]2=[C:3]([CH2:10][CH2:11][C:12]([NH2:17])=[O:14])[CH:2]=1. Procedure details: A solution of ethyl 3-(4,5,6,7-tetrahydropyrazolo[1,5-a]pyrimidin-3-yl)propionate (30 g) in saturated methanolic ammonia solution (700 ml) was stirred at 110° C. for 5 days in an autoclave. After evaporation of the solvent in vacuo, methylene chloride was added to the residue. The resulting solid was collected by filtration and dissolved in methanol. To the solution was added activated charcoal, and the mixture was filtered. The filtrate was concentrated in vacuo. The residue was triturated with... The reactants are OCC=1NC2=C(N1)C=CC=C2 (2-Hydroxymethyl-benzimidazole). Reagents/catalysts: O=[Mn]=O (MnO2). Run in C(C)O (ethanol). Conditions: time 2 day. The product is N1=C(NC2=C1C=CC=C2)C=O (2-Benzimidazolecarboxaldehyde). RXN SMILES: [OH:1][CH2:2][C:3]1[NH:4][C:5]2[CH:11]=[CH:10][CH:9]=[CH:8][C:6]=2[N:7]=1>C(O)C.O=[Mn]=O>[N:4]1[C:5]2[CH:11]=[CH:10][CH:9]=[CH:8][C:6]=2[NH:7][C:3]=1[CH:2]=[O:1]. Reported procedure: A mixture of 2-Hydroxymethyl-benzimidazole (11.9 g) and MnO2 (59.5 g) in ethanol (250 mL) was vigorously stirred for 2 days. The reaction was concentrated in vacuo, hot dimethylformamide was added and the mixture was filtered through celite. After removal of the solvent in vacuo the tan solid was triturated with ethanol to afford 2-Benzimidazolecarboxaldehyde as a tan powder. Reactants: COC(C1=CC=C2CCC(NC2=N1)C)OC ((racemic) 7-(dimethoxymethyl)-2-methyl-1,2,3,4-tetrahydro-1,8-naphthyridine), COC(C1=CC=C2CCC(NC2=N1)C)OC ((racemic) 7-(dimethoxymethyl)-2-methyl-1,2,3,4-tetrahydro-1,8-naphthyridine), BrC=1C=C2CCCNC2=NC1C(OC)OC (6-bromo-7-(dimethoxymethyl)-1,2,3,4-tetrahydro-1,8-naphthyridine). The product is BrC=1C=C2CCC(NC2=NC1C(OC)OC)C ((racemic) 6-bromo-7-(dimethoxymethyl)-2-methyl-1,2,3,4-tetrahydro-1,8-naphthyridine). RXN SMILES: [CH3:1][O:2][CH:3]([O:15][CH3:16])[C:4]1[N:13]=[C:12]2[C:7]([CH2:8][CH2:9][CH:10]([CH3:14])[NH:11]2)=[CH:6][CH:5]=1.[Br:17]C1C=C2C(=NC=1C(OC)OC)NCCC2>>[Br:17][C:5]1[CH:6]=[C:7]2[C:12](=[N:13][C:4]=1[CH:3]([O:2][CH3:1])[O:15][CH3:16])[NH:11][CH:10]([CH3:14])[CH2:9][CH2:8]2. Procedure: From (racemic) 7-(dimethoxymethyl)-2-methyl-1,2,3,4-tetrahydro-1,8-naphthyridine (intermediate 260), synthesized in an analogous manner to intermediate 12, the title compound was obtained as a light brown oil. (UPLC-MS 6) tR 0.90; ESI-MS 301.1/303.1 [M+H]+. Starting materials: CS(=O)(=O)N1N=C(C=C1C)NC=1N=C(C2=CC=C(C=C2C1)OC)COS(=O)(=O)C (Methanesulfonic acid 3-(1-methanesulfonyl-5-methyl-1H-pyrazol-3-ylamino)-6-methoxy-isoquinolin-1-ylmethyl ester), N1C=NC=C1 (1H-Imidazole). The product is N1(C=NC=C1)CC1=NC(=CC2=CC(=CC=C12)OC)NC1=NNC(=C1)C ((1-Imidazol-1-ylmethyl-6-methoxy-isoquinolin-3-yl)-(5-methyl-1H-pyrazol-3-yl)-amine). Reaction SMILES: CS([N:5]1[C:9]([CH3:10])=[CH:8][C:7]([NH:11][C:12]2[N:13]=[C:14]([CH2:24]OS(C)(=O)=O)[C:15]3[C:20]([CH:21]=2)=[CH:19][C:18]([O:22][CH3:23])=[CH:17][CH:16]=3)=[N:6]1)(=O)=O.[NH:30]1[CH:34]=[CH:33][N:32]=[CH:31]1>>[N:30]1([CH2:24][C:14]2[C:15]3[C:20](=[CH:19][C:18]([O:22][CH3:23])=[CH:17][CH:16]=3)[CH:21]=[C:12]([NH:11][C:7]3[CH:8]=[C:9]([CH3:10])[NH:5][N:6]=3)[N:13]=2)[CH:34]=[CH:33][N:32]=[CH:31]1. Procedure: Similar procedure as described in the example 369d was used, starting from Methanesulfonic acid 3-(1-methanesulfonyl-5-methyl-1H-pyrazol-3-ylamino)-6-methoxy-isoquinolin-1-ylmethyl ester and 1H-Imidazole to give 5 mg of (1-Imidazol-1-ylmethyl-6-methoxy-isoquinolin-3-yl)-(5-methyl-1H-pyrazol-3-yl)-amine as a yellow solid. LC-MS m/e 335 (MH+). Starting materials: COC1=CC=C(C=C1C(=O)O)C(=O)N (6-methoxyisophthalamic acid), BrC1=CC(=C(N)C=C1)Cl (4-bromo-2-chloroaniline). Yields the product BrC1=CC(=C(C=C1)NC(C=1C=C(C(=O)N)C=CC1OC)=O)Cl (3-N-(4-bromo-2-chlorophenyl)-4-methoxyisophthalamide). As a reaction SMILES: [CH3:1][O:2][C:3]1[C:8]([C:9]([OH:11])=O)=[CH:7][C:6]([C:12]([NH2:14])=[O:13])=[CH:5][CH:4]=1.[Br:15][C:16]1[CH:22]=[CH:21][C:19]([NH2:20])=[C:18]([Cl:23])[CH:17]=1>>[Br:15][C:16]1[CH:22]=[CH:21][C:19]([NH:20][C:9](=[O:11])[C:8]2[CH:7]=[C:6]([CH:5]=[CH:4][C:3]=2[O:2][CH3:1])[C:12]([NH2:14])=[O:13])=[C:18]([Cl:23])[CH:17]=1. Procedure: The captioned compound was synthesized from 6-methoxyisophthalamic acid and 4-bromo-2-chloroaniline by the same procedure as in the manufacturing method described in step C of Example 1-3-1.